Dataset: the Open Reaction Database (ORD), a public repository of structured organic reaction records. Task: describe an organic reaction: reactants, conditions, products, and yield Reaction conditions: temperature 150 fahrenheit. Reactants: final mixture, S(=O)(=O)([O-])OOS(=O)(=O)[O-].[Na+].[Na+] (sodium persulfate), C1CCC(C1)NC2=NN=C(C3=CC(=C(C=C32)Cl)Cl)C4=CC=NC=C4 (A-196), C(CN(CC(=O)[O-])CC(=O)[O-])N(CC(=O)[O-])CC(=O)[O-].[Na+].[Na+].[Na+].[Na+] (Versene 100), COC(C(=O)OC)NC(C=C)=O (methyl acryloamidoglycolate methyl ether), total solids, C=CC=C (butadiene), Sulfole 120 mercaptan, C(C(=C)CC(=O)O)(=O)O (itaconic acid), solution, C1CCC(C1)NC2=NN=C(C3=CC(=C(C=C32)Cl)Cl)C4=CC=NC=C4 (A-196), polystyrene. As a reaction SMILES: [C:1]([OH:9])(=[O:8])[C:2]([CH2:4][C:5]([OH:7])=[O:6])=[CH2:3].C1CC(NC2[C:25]3[C:20](=[CH:21][C:22](Cl)=[C:23](Cl)[CH:24]=3)[C:19]([C:28]3C=CN=CC=3)=NN=2)CC1.S(OOS([O-])(=O)=O)([O-])(=O)=O.[Na+].[Na+].C=CC=C.C(N(CC([O-])=O)CC([O-])=O)CN(CC([O-])=O)CC([O-])=O.[Na+].[Na+].[Na+].[Na+].COC(NC(=O)C=C)C(OC)=O>C=CC1C=CC=CC=1.O>[CH2:1]=[CH:2][CH:4]=[CH2:5].[CH2:28]=[CH:19][C:20]1[CH:25]=[CH:24][CH:23]=[CH:22][CH:21]=1.[C:1]([OH:9])(=[O:8])[C:2]([CH2:4][C:5]([OH:7])=[O:6])=[CH2:3] |f:2.3.4,6.7.8.9.10,14.15.16|. Procedure details: A styrene-butadiene-itaconic acid copolymer latex was prepared by adding to a pressure reactor with constant stirring 23.94 parts water, 0.8 parts itaconic acid, 0.8 parts of a 10 percent solution of Aerosol A-196 surfactant, and 0.5 parts of a polystyrene seed, 25 nm particle size. The mixture was heated to 150° F. and 0.2 parts sodium persulfate was added to initiate the reaction. Then 40 parts butadiene, 60 parts styrene, 1.0 part Sulfole 120 mercaptan, dissolved in styrene, an additional 1.2... The solvent is C=CC1=CC=CC=C1 (styrene), C=CC1=CC=CC=C1 (styrene), O (water). The product is C=CC=C.C=CC1=CC=CC=C1.C(C(=C)CC(=O)O)(=O)O (styrene-butadiene itaconic acid). Product: Cn1nccc1-c1cc(C(=O)NC(CN)Cc2ccccc2C(F)(F)F)cs1. Reaction SMILES: [CH2:43]1[O:44][CH2:45][CH2:46][CH2:47]1.[CH3:41][OH:42].[NH2:39][NH2:40].[O:1]=[C:2]1[N:3]([CH2:12][CH:13]([CH2:14][c:15]2[c:16]([C:21]([F:22])([F:23])[F:24])[cH:17][cH:18][cH:19][cH:20]2)[NH:25][C:26](=[O:27])[c:28]2[cH:29][s:30][c:31](-[c:33]3[cH:34][cH:35][n:36][n:37]3[CH3:38])[cH:32]2)[C:10](=[O:11])[c:5]2[c:4]1[cH:9][cH:8][cH:7][cH:6]2>>[NH2:3][CH2:12][CH:13]([CH2:14][c:15]1[c:16]([C:21]([F:22])([F:23])[F:24])[cH:17][cH:18][cH:19][cH:20]1)[NH:25][C:26](=[O:27])[c:28]1[cH:29][s:30][c:31](-[c:33]2[cH:34][cH:35][n:36][n:37]2[CH3:38])[cH:32]1. The reactants are C1CCOC1, CO, NN, Cn1nccc1-c1cc(C(=O)NC(Cc2ccccc2C(F)(F)F)CN2C(=O)c3ccccc3C2=O)cs1.